Dataset: the Open Reaction Database (ORD), a public repository of structured organic reaction records. Task: describe an organic reaction: reactants, conditions, products, and yield Starting materials: ClC1=C(C=C(C=C1)O)C(C(C(F)(F)F)(O)C=1C=CC2=C(N(C(CO2)=O)C)C1)C (6-[2-(2-Chloro-5-hydroxy-phenyl)-1-hydroxy-1-trifluoromethyl-propyl]-4-methyl-4H-benzo[1,4]oxazin-3-one), C(#N)CC=1C=C(C=CC1)B(O)O (3-cyanomethylphenylboronic acid). Reagents/catalysts: C(C)(=O)[O-].[Cu+2].C(C)(=O)[O-] (copper-(II)-acetate). Solvent: N1=CC=CC=C1 (pyridine). The product is ClC1=C(C=C(OC=2C=C(C=CC2)CC#N)C=C1)C(C(C(F)(F)F)(C=1C=CC2=C(N(C(CO2)=O)C)C1)O)C ((3-{4-Chloro-3-[3,3,3-trifluoro-2-hydroxy-1-methyl-2-(4-methyl-3-oxo-3,4-dihydro-2H-benzo[1,4]oxazin-6-yl)-propyl]-phenoxy}-phenyl)-acetonitrile). As a reaction SMILES: [Cl:1][C:2]1[CH:7]=[CH:6][C:5]([OH:8])=[CH:4][C:3]=1[CH:9]([CH3:28])[C:10]([C:16]1[CH:17]=[CH:18][C:19]2[O:24][CH2:23][C:22](=[O:25])[N:21]([CH3:26])[C:20]=2[CH:27]=1)([OH:15])[C:11]([F:14])([F:13])[F:12].[C:29]([CH2:31][C:32]1[CH:33]=[C:34](B(O)O)[CH:35]=[CH:36][CH:37]=1)#[N:30]>C([O-])(=O)C.[Cu+2].C([O-])(=O)C.N1C=CC=CC=1>[Cl:1][C:2]1[CH:7]=[CH:6][C:5]([O:8][C:36]2[CH:37]=[C:32]([CH2:31][C:29]#[N:30])[CH:33]=[CH:34][CH:35]=2)=[CH:4][C:3]=1[CH:9]([CH3:28])[C:10]([OH:15])([C:16]1[CH:17]=[CH:18][C:19]2[O:24][CH2:23][C:22](=[O:25])[N:21]([CH3:26])[C:20]=2[CH:27]=1)[C:11]([F:12])([F:13])[F:14] |f:2.3.4|. Procedure: In analogy to Example 5, 6-[2-(2-chloro-5-hydroxy-phenyl)-1-hydroxy-1-trifluoromethyl-propyl]-4-methyl-4H-benzo[1,4]oxazin-3-one (Example 1, step 4) was reacted with 3-cyanomethylphenylboronic acid, copper-(II)-acetate and pyridine to give the title compound as an off-white solid. MS (m/e)=531.1 [M+H+]. Reactants: N1[C@H](C(=O)O)CCC1 (L-proline), CO (methanol), S(=O)(Cl)Cl (thionyl chloride). Conditions: time 2 hour. Yields the product C(=O)(OC)C1NCCC1 (2-(carbomethoxy)-pyrrolidine). The yield is 85.0%. As a reaction SMILES: [NH:1]1[CH2:8][CH2:7][CH2:6][C@H:2]1[C:3]([OH:5])=[O:4].S(Cl)(Cl)=O.[CH3:13]O>>[C:3]([CH:2]1[CH2:6][CH2:7][CH2:8][NH:1]1)([O:5][CH3:13])=[O:4]. Procedure details: A solution of L-proline (2.23 g) in dry methanol (15 ml) was cooled to −5° C. and thionyl chloride (4.52 g) was added dropwise, while stirring and maintaining the temperature of the reactants below 0° C. The reaction was continued at 25° C. for 2 h. The solvent was distilled and the residue stored in ice-chest for 12 h. The solid mass was added to aqueous solution of potassium carbonate (50%, 20 ml) at 0° C. and the separated oily layer was extracted into ether (15 ml×3). The ethereal layer was ...